From a dataset of the Open Reaction Database (ORD), a public repository of structured organic reaction records. describe an organic reaction: reactants, conditions, products, and yield Procedure details: 1.7 g (0.0075 mol) of methyl 2-(2-hydroxyphenyl)-2-hydroxyimino-acetate (HPLC: 86.4% Z, log p=1.70) (Example VII-1d from process step 7) in 40 ml of acetonitrile are heated under reflux with 0.77 g (0.0076 mmol) of potassium bicarbonate and 1.1 g (0.0087 mol) of dimethyl sulphate for 10 hours. The reaction mixture is poured into water, the product is extracted with diethyl ether and the solvent is distilled off under reduced pressure. This gives 1.2 g of crude product which, according to HPLC, c... The product is OC1=C(C=CC=C1)C(C(=O)OC)=NOC (Methyl 2-(2-Hydroxyphenyl)-2-methoxyimino-acetate). Reactants: OC1=C(C=CC=C1)C(C(=O)OC)=NO (Methyl 2-(2-Hydroxyphenyl)-2-hydroxyimino-acetate), O (water), C([O-])(O)=O.[K+] (potassium bicarbonate), S(=O)(=O)(OC)OC (dimethyl sulphate). Run in C(C)#N (acetonitrile). As a reaction SMILES: [OH:1][C:2]1[CH:7]=[CH:6][CH:5]=[CH:4][C:3]=1[C:8](=[N:13][OH:14])[C:9]([O:11][CH3:12])=[O:10].[C:15](=O)(O)[O-].[K+].S(OC)(OC)(=O)=O.O>C(#N)C>[OH:1][C:2]1[CH:7]=[CH:6][CH:5]=[CH:4][C:3]=1[C:8](=[N:13][O:14][CH3:15])[C:9]([O:11][CH3:12])=[O:10] |f:1.2|.